This data is from the Open Reaction Database (ORD), a public repository of structured organic reaction records. The task is: describe an organic reaction: reactants, conditions, products, and yield Reactants: C(CCC)OC1=NC(=C2N=C(N(C2=N1)CCCC1NCCCC1)OC)N (2-(butyloxy)-8-(methyloxy)-9-[3-(2-piperidinyl)propyl]-9H-purin-6-amine), ICCC (1-iodopropane). The product is NC1=C2NC(N(C2=NC(=N1)OCCCC)CCCC1N(CCCC1)CCC)=O (6-Amino-2-(butyloxy)-9-[3-(1-propyl-2-piperidinyl)propyl]-7,9-dihydro-8H-purin-8-one). Reaction SMILES: [CH2:1]([O:5][C:6]1[N:14]=[C:13]2[C:9]([N:10]=[C:11]([O:24]C)[N:12]2[CH2:15][CH2:16][CH2:17][CH:18]2[CH2:23][CH2:22][CH2:21][CH2:20][NH:19]2)=[C:8]([NH2:26])[N:7]=1)[CH2:2][CH2:3][CH3:4].I[CH2:28][CH2:29][CH3:30]>>[NH2:26][C:8]1[N:7]=[C:6]([O:5][CH2:1][CH2:2][CH2:3][CH3:4])[N:14]=[C:13]2[C:9]=1[NH:10][C:11](=[O:24])[N:12]2[CH2:15][CH2:16][CH2:17][CH:18]1[CH2:23][CH2:22][CH2:21][CH2:20][N:19]1[CH2:28][CH2:29][CH3:30]. Procedure: Prepared similarly to Example 14 from 2-(butyloxy)-8-(methyloxy)-9-[3-(2-piperidinyl)propyl]-9H-purin-6-amine and 1-iodopropane.